This data is from the Open Reaction Database (ORD), a public repository of structured organic reaction records. The task is: describe an organic reaction: reactants, conditions, products, and yield Product: ClC=1C=C(C=CC1Cl)C=CC(C(CCCC)N1C=NC=C1)=O (1-(3',4'-dichlorophenyl)-4-(imidazole-1-yl)-1-octene-3-one). Reaction SMILES: [N:1]1([CH:6]([CH2:10][CH2:11][CH2:12][CH3:13])[C:7](=[O:9])[CH3:8])[CH:5]=[CH:4][N:3]=[CH:2]1.[Cl:14][C:15]1[CH:16]=[C:17]([CH:20]=[CH:21][C:22]=1[Cl:23])[CH:18]=O.C(=O)([O-])[O-].[K+].[K+].O>CO>[Cl:14][C:15]1[CH:16]=[C:17]([CH:18]=[CH:8][C:7](=[O:9])[CH:6]([N:1]2[CH:5]=[CH:4][N:3]=[CH:2]2)[CH2:10][CH2:11][CH2:12][CH3:13])[CH:20]=[CH:21][C:22]=1[Cl:23] |f:2.3.4|. Reactants: O (water), N1(C=NC=C1)C(C(C)=O)CCCC (3-(imidazole-1-yl)-2-heptanone), ClC=1C=C(C=O)C=CC1Cl (3,4-dichlorobenzaldehyde), C([O-])([O-])=O.[K+].[K+] (potassium carbonate). Reported procedure: 2.7 g of 3-(imidazole-1-yl)-2-heptanone and 3.0 g of 3,4-dichlorobenzaldehyde were dissolved in 50 ml of methanol. While stirring this solution under cooling with ice (0°-5° C.), 2.1 g of potassium carbonate was added. Then, the mixture was stirred at the same temperature for 7 hours. The reaction mixture was poured into water and extracted with chloroform. The extraction solution was treated by a usual method, and the obtained oily product was purified by chromatography, whereby 1-(3',4'-dichlo... Solvent: CO (methanol). Starting materials: C1CCOC1, CCN(C(C)C)C(C)C, CCOC(=O)c1nc2ccc(F)cc2c(=O)[nH]1, NCc1cccc(OCCSc2nc[nH]n2)c1. The product is O=C(NCc1cccc(OCCSc2nc[nH]n2)c1)c1nc2ccc(F)cc2c(=O)[nH]1. As a reaction SMILES: [CH2:44]1[O:45][CH2:46][CH2:47][CH2:48]1.[CH:35]([N:36]([CH:37]([CH3:38])[CH3:39])[CH2:40][CH3:41])([CH3:42])[CH3:43].[F:18][c:19]1[cH:20][c:21]2[c:22](=[O:34])[nH:23][c:24]([C:29](=[O:30])[O:31][CH2:32][CH3:33])[n:25][c:26]2[cH:27][cH:28]1.[nH:1]1[n:2][c:3]([S:6][CH2:7][CH2:8][O:9][c:10]2[cH:11][c:12]([CH2:16][NH2:17])[cH:13][cH:14][cH:15]2)[n:4][cH:5]1>>[nH:1]1[n:2][c:3]([S:6][CH2:7][CH2:8][O:9][c:10]2[cH:11][c:12]([CH2:16][NH:17][C:29]([c:24]3[nH:23][c:22](=[O:34])[c:21]4[cH:20][c:19]([F:18])[cH:28][cH:27][c:26]4[n:25]3)=[O:30])[cH:13][cH:14][cH:15]2)[n:4][cH:5]1. Starting materials: CO, [H][H], COC(=O)N1CC2C=CCC(=O)N2C(c2cc(F)c(F)c(F)c2)C1, O=[Pt]. The product is COC(=O)N1CC2CCCC(=O)N2C(c2cc(F)c(F)c(F)c2)C1. Reaction SMILES: [CH3:27][OH:28].[H:25][H:26].[O:1]=[C:2]1[CH2:3][CH:4]=[CH:5][CH:6]2[N:7]1[CH:8]([c:16]1[cH:17][c:18]([F:24])[c:19]([F:23])[c:20]([F:22])[cH:21]1)[CH2:9][N:10]([C:12](=[O:13])[O:14][CH3:15])[CH2:11]2.[Pt:29]=[O:30]>>[O:1]=[C:2]1[CH2:3][CH2:4][CH2:5][CH:6]2[N:7]1[CH:8]([c:16]1[cH:17][c:18]([F:24])[c:19]([F:23])[c:20]([F:22])[cH:21]1)[CH2:9][N:10]([C:12](=[O:13])[O:14][CH3:15])[CH2:11]2. Starting materials: C(C)(C)(C)OC(=O)N1CCC(CC1)C=1C(=NN2C1CCCC2)CC (1-(tert-Butoxycarbonyl)-4-(2-ethyl-4,5,6,7-tetrahydropyrazolo[1,5-a]pyridin-3-yl)-piperidine), Cl (HCl). Solvent: CO (MeOH), CO (MeOH). Run at time 3 hour. Yields the product Cl.C(C)C1=NN2C(CCCC2)=C1C1CCNCC1 (4-(2-Ethyl-4,5,6,7-tetrahydropyrazolo[1,5-a]pyridin-3-yl)-piperidine, hydrochloride salt). RXN SMILES: C(OC([N:8]1[CH2:13][CH2:12][CH:11]([C:14]2[C:15]([CH2:23][CH3:24])=[N:16][N:17]3[CH2:22][CH2:21][CH2:20][CH2:19][C:18]=23)[CH2:10][CH2:9]1)=O)(C)(C)C.[ClH:25]>CO>[ClH:25].[CH2:23]([C:15]1[C:14]([CH:11]2[CH2:10][CH2:9][NH:8][CH2:13][CH2:12]2)=[C:18]2[CH2:19][CH2:20][CH2:21][CH2:22][N:17]2[N:16]=1)[CH3:24] |f:3.4|. Reported procedure: To a solution of 1-(tert-Butoxycarbonyl)-4-(2-ethyl-4,5,6,7 tetrahydropyrazolo[1,5-a]pyridin-3-yl)-piperidine (1.41 g, from Step F) in MeOH (15 mL) was added a saturated HCl solution in MeOH (15 mL) at 0° C. After stirring at rt for 3 h, the reaction mixture was concentrated to give the title compound as a foamy solid, which was used without further purification. The reactants are ClCCl, CSc1cccc(-c2nnc3ccc(N4CCCCC4)nn23)c1, O, O=C(OO)c1cccc(Cl)c1. The product is CS(=O)(=O)c1cccc(-c2nnc3ccc(N4CCCCC4)nn23)c1. RXN SMILES: [CH2:36]([Cl:37])[Cl:38].[CH3:1][S:2][c:3]1[cH:4][c:5](-[c:9]2[n:10][n:11][c:12]3[n:13]2[n:14][c:15]([N:18]2[CH2:19][CH2:20][CH2:21][CH2:22][CH2:23]2)[cH:16][cH:17]3)[cH:6][cH:7][cH:8]1.[OH2:35].[OH:24][O:25][C:26]([c:27]1[cH:28][c:29]([Cl:30])[cH:31][cH:32][cH:33]1)=[O:34]>>[CH3:1][S:2]([c:3]1[cH:4][c:5](-[c:9]2[n:10][n:11][c:12]3[n:13]2[n:14][c:15]([N:18]2[CH2:19][CH2:20][CH2:21][CH2:22][CH2:23]2)[cH:16][cH:17]3)[cH:6][cH:7][cH:8]1)(=[O:24])=[O:35]. Starting materials: [N+](=O)([O-])C=1C=C(NC1)C(=O)OC (methyl 4-nitro-2-pyrrolecarboxylate), ICCC (3-iodopropane). The product is C(CC)N1C(=CC(=C1)[N+](=O)[O-])C(=O)OC (methyl N-propyl-4-nitro-2-pyrrolecarboxylate). Yield: 63.7%. Reaction SMILES: [N+:1]([C:4]1[CH:5]=[C:6]([C:9]([O:11][CH3:12])=[O:10])[NH:7][CH:8]=1)([O-:3])=[O:2].I[CH2:14][CH2:15][CH3:16]>>[CH2:14]([N:7]1[CH:8]=[C:4]([N+:1]([O-:3])=[O:2])[CH:5]=[C:6]1[C:9]([O:11][CH3:12])=[O:10])[CH2:15][CH3:16]. Reported procedure: Following the basic procedure of Example 25(d), by reacting 1.79 g (10.5 mmol) of methyl 4-nitro-2-pyrrolecarboxylate with 1.23 ml (12.6 mmol) of 3-iodopropane, 1.42 g (64%) of the expected compound was obtained. Starting materials: [OH-].[K+] (Potassium hydroxide), N1N=CC2=CC(=CC=C12)C#N (1H-indazole-5-carbonitrile), II (iodine). Solvent: CN(C)C=O (DMF). Run at time 3 hour. Yields the product IC1=NNC2=CC=C(C=C12)C#N (3-iodo-1H-indazole-5-carbonitrile). Yield: 52.8%. RXN SMILES: [NH:1]1[C:9]2[C:4](=[CH:5][C:6]([C:10]#[N:11])=[CH:7][CH:8]=2)[CH:3]=[N:2]1.[OH-].[K+].[I:14]I>CN(C=O)C>[I:14][C:3]1[C:4]2[C:9](=[CH:8][CH:7]=[C:6]([C:10]#[N:11])[CH:5]=2)[NH:1][N:2]=1 |f:1.2|. Procedure details: In a 25 ml round-bottomed flask, 1H-indazole-5-carbonitrile (400 mg, 2.79 mmol) was dissolved in DMF (7 ml). Potassium hydroxide (607 mg, 10.8 mmol) was added followed by iodine (1.42 g, 5.59 mmol). The dark brown suspension was stirred at room temperature for 3 h then was quenched with 10% aqueous NaHSO3 and extracted with diethyl ether (2×). The combined organic layers were washed twice with water and once with brine then dried over sodium sulfate, filtered and concentrated to give 396 mg (53%...